Dataset: the Open Reaction Database (ORD), a public repository of structured organic reaction records. Task: describe an organic reaction: reactants, conditions, products, and yield Starting materials: O=C(n1ccnc1)n1ccnc1, CC1(C)Cc2cc(C(=O)O)ccc2NC1c1cccc(N2CCNCC2)c1, CN(C)C=O, NS(=O)(=O)C1CC1, [H-], [Na+]. The product is CC1(C)Cc2cc(C(=O)NS(=O)(=O)C3CC3)ccc2NC1c1cccc(N2CCNCC2)c1. As a reaction SMILES: [C:37]([n:38]1[cH:39][cH:40][n:41][cH:42]1)([n:43]1[cH:44][cH:45][n:46][cH:47]1)=[O:48].[CH3:10][C:11]1([CH3:36])[CH:12]([c:24]2[cH:25][c:26]([N:30]3[CH2:31][CH2:32][NH:33][CH2:34][CH2:35]3)[cH:27][cH:28][cH:29]2)[NH:13][c:14]2[cH:15][cH:16][c:17]([C:21](=[O:22])[OH:23])[cH:18][c:19]2[CH2:20]1.[CH3:49][N:50]([CH3:51])[CH:52]=[O:53].[CH:3]1([S:6](=[O:7])(=[O:8])[NH2:9])[CH2:4][CH2:5]1.[H-:1].[Na+:2]>>[CH:3]1([S:6](=[O:7])(=[O:8])[NH:9][C:21]([c:17]2[cH:16][cH:15][c:14]3[c:19]([cH:18]2)[CH2:20][C:11]([CH3:10])([CH3:36])[CH:12]([c:24]2[cH:25][c:26]([N:30]4[CH2:31][CH2:32][NH:33][CH2:34][CH2:35]4)[cH:27][cH:28][cH:29]2)[NH:13]3)=[O:22])[CH2:4][CH2:5]1. The reactants are [H-].[Na+] (Sodium hydride), ClC=1SC(=CN1)C#N (2-chloro-thiazole-5-carbonitrile), OC(=O)C(F)(F)F.NC1=CC(=NC=N1)N1CCN(CC1)C(C)=O (1-[4-(6-Amino-pyrimidin-4-yl)-piperazin-1-yl]-ethanone TFA salt), ClC=1SC(=CN1)C#N (2-chlorothiazole-5-carbonitrile). Solvent: C1CCOC1 (THF), O (water). The product is C(C)(=O)N1CCN(CC1)C1=CC(=NC=N1)NC=1SC(=CN1)C#N (2-[6-(4-Acetyl-piperazin-1-yl)-pyrimidin-4-ylamino]-thiazole-5-carbonitrile). Reaction SMILES: OC(C(F)(F)F)=O.[NH2:8][C:9]1[N:14]=[CH:13][N:12]=[C:11]([N:15]2[CH2:20][CH2:19][N:18]([C:21](=[O:23])[CH3:22])[CH2:17][CH2:16]2)[CH:10]=1.[H-].[Na+].Cl[C:27]1[S:28][C:29]([C:32]#[N:33])=[CH:30][N:31]=1>C1COCC1.O>[C:21]([N:18]1[CH2:19][CH2:20][N:15]([C:11]2[N:12]=[CH:13][N:14]=[C:9]([NH:8][C:27]3[S:28][C:29]([C:32]#[N:33])=[CH:30][N:31]=3)[CH:10]=2)[CH2:16][CH2:17]1)(=[O:23])[CH3:22] |f:0.1,2.3|. Reported procedure: 1-[4-(6-Amino-pyrimidin-4-yl)-piperazin-1-yl]-ethanone TFA salt (72 mg, 0.22 mmol) was stirred in anhydrous THF under N2. Sodium hydride (26 mg, 60% dispersion, 0.65 mmol) was added followed by the addition of 2-chlorothiazole-5-carbonitrile (62 mg, 0.43 mmol). The reaction was heated to reflux and after 30 minutes additional 2-chloro-thiazole-5-carbonitrile (85 mg, 0.59 mmol) was added. After a total of 1.5 hours, the reaction was cooled to room temperature, diluted with water and the bulk of t... Starting materials: CCCCO, O=[N+]([O-])c1ccc(-c2cc3c(Cl)ncnc3[nH]2)cc1, c1ccc2c(c1)CCN2. Product: O=[N+]([O-])c1ccc(-c2cc3c(N4CCc5ccccc54)ncnc3[nH]2)cc1. Reaction SMILES: [CH2:29]([OH:30])[CH2:31][CH2:32][CH3:33].[Cl:1][c:2]1[c:3]2[c:4]([n:5][cH:6][n:7]1)[nH:8][c:9](-[c:11]1[cH:12][cH:13][c:14]([N+:17](=[O:18])[O-:19])[cH:15][cH:16]1)[cH:10]2.[NH:20]1[CH2:21][CH2:22][c:23]2[cH:24][cH:25][cH:26][cH:27][c:28]21>>[c:2]1([N:20]2[CH2:21][CH2:22][c:23]3[cH:24][cH:25][cH:26][cH:27][c:28]32)[c:3]2[c:4]([n:5][cH:6][n:7]1)[nH:8][c:9](-[c:11]1[cH:12][cH:13][c:14]([N+:17](=[O:18])[O-:19])[cH:15][cH:16]1)[cH:10]2. The reactants are C(#N)C1=CC=C(C=O)C=C1 (p-cyanobenzaldehyde), O.C1(=CC=C(C=C1)S(=O)(=O)O)C (p-toluenesulfonic acid monohydrate), C(CCCCCCC)OCC1OC(OC1)C1=CC=C(C#N)C=C1 (4-(4-octyloxymethyl-1,3-dioxolan-2-yl)benzonitrile), diol, C(CCCCCCC)OC(CO)CO (2-octyloxy-1,3-propanediol), crude product. Run in C1=CC=CC=C1 (benzene). Yields the product C(CCCCCCC)OC1COC(OC1)C1=CC=C(C#N)C=C1 (4-(5-octyloxy-1,3-dioxan-2-yl)benzonitrile). As a reaction SMILES: C(OC(CO)CO)CCCCCCC.C(C1C=CC(C=O)=CC=1)#N.O.C1(C)C=CC(S(O)(=O)=O)=CC=1.[CH2:37]([O:45][CH2:46][CH:47]1[CH2:51][O:50][CH:49]([C:52]2[CH:59]=[CH:58][C:55]([C:56]#[N:57])=[CH:54][CH:53]=2)[O:48]1)[CH2:38][CH2:39][CH2:40][CH2:41][CH2:42][CH2:43][CH3:44]>C1C=CC=CC=1>[CH2:37]([O:45][CH:46]1[CH2:47][O:48][CH:49]([C:52]2[CH:53]=[CH:54][C:55]([C:56]#[N:57])=[CH:58][CH:59]=2)[O:50][CH2:51]1)[CH2:38][CH2:39][CH2:40][CH2:41][CH2:42][CH2:43][CH3:44] |f:2.3|. Procedure: To 10.2 g of the diol mixture obtained in (1) were added 100 ml of benzene, 6.6 g of p-cyanobenzaldehyde and p-toluenesulfonic acid monohydrate, and the mixture was heated. The generated water was removed by azeotropy with benzene. Then, the remaining benzene was distilled away, 200 ml of aqueous saturated sodium bicarbonate solution was added to the residue, and the mixture was extracted with dichloromethane. The extract was washed twice with water and dried over anhydrous sodium sulfate, and t... Solvent: C([O-])(O)=O.[K+] (potassium bicarbonate), C(Cl)Cl (methylene chloride). The product is COC=1C=C2CCN(C(C2=CC1OC)C1=CC=CC=C1)C(=O)NCCN1CCCCC1 (6,7-dimethoxy-1-phenyl-N-(2-piperidinoethyl)-3,4-dihydro-2(1H)-isoquinolinecarboxamide). As a reaction SMILES: Cl[CH2:2][CH2:3][NH:4][C:5]([N:7]1[CH2:16][CH2:15][C:14]2[C:9](=[CH:10][C:11]([O:19][CH3:20])=[C:12]([O:17][CH3:18])[CH:13]=2)[CH:8]1[C:21]1[CH:26]=[CH:25][CH:24]=[CH:23][CH:22]=1)=[O:6].[NH:27]1[CH2:32][CH2:31][CH2:30][CH2:29][CH2:28]1.CC(=O)CC>C(=O)(O)[O-].[K+].C(Cl)Cl>[CH3:18][O:17][C:12]1[CH:13]=[C:14]2[C:9](=[CH:10][C:11]=1[O:19][CH3:20])[CH:8]([C:21]1[CH:26]=[CH:25][CH:24]=[CH:23][CH:22]=1)[N:7]([C:5]([NH:4][CH2:3][CH2:2][N:27]1[CH2:32][CH2:31][CH2:30][CH2:29][CH2:28]1)=[O:6])[CH2:16][CH2:15]2 |f:3.4|. Reactants: ClCCNC(=O)N1C(C2=CC(=C(C=C2CC1)OC)OC)C1=CC=CC=C1 (N-(2-chloroethyl)-6,7-dimethoxy-1-phenyl-3,4-dihydro-2(1H)-isoquinolinecarboxamide), N1CCCCC1 (piperidine), CC(CC)=O (2-butanone). Procedure: A mixture of 3.0 parts of the N-(2-chloroethyl)-6,7-dimethoxy-1-phenyl-3,4-dihydro-2(1H)-isoquinolinecarboxamide prepared in Example 8 and 4.3 parts of piperidine in approximately 40 parts of 2-butanone is heated at 65°C. for 20 hours. The reaction mixture is then stripped in vacuo and the residue taken up in dilute aqueous potassium bicarbonate solution and methylene chloride. The organic layer is dried and stripped in vacuo and the residue is crystallized from ether to afford 6,7-dimethoxy-1-p... Conditions: temperature 65 celsius. The reactants are O=C([O-])O, Cc1cc(C)c(C)[n+]([O-])c1, [NH4+], O, O=[N+]([O-])O, O=S(=O)(O)O. The product is Cc1c[n+]([O-])c(C)c(C)c1[N+](=O)[O-]. RXN SMILES: [C:20](=[O:21])([O-:22])[OH:23].[CH3:6][c:7]1[n+:8]([O-:15])[cH:9][c:10]([CH3:14])[cH:11][c:12]1[CH3:13].[NH4+:24].[OH2:25].[OH:16][N+:17]([O-:18])=[O:19].[S:1](=[O:2])(=[O:3])([OH:4])[OH:5]>>[CH3:6][c:7]1[n+:8]([O-:15])[cH:9][c:10]([CH3:14])[c:11]([N+:17](=[O:16])[O-:18])[c:12]1[CH3:13]. The reactants are C(C)(=O)[O-].[Na+] (sodium acetate), BrCCO (2-bromoethanol), C1OC=2C=C(N)C=CC2O1 (3,4-methylenedioxyaniline), O (water). Run in C(C)O (ethanol). Product: C1OC=2C=C(C=CC2O1)NCCO (N-(3,4-Methylenedioxyphenyl)-2-aminoethanol). As a reaction SMILES: [C:1]([O-])(=[O:3])[CH3:2].[Na+].BrCCO.[CH2:10]1[O:19][C:18]2[CH:17]=[CH:16][C:14]([NH2:15])=[CH:13][C:12]=2[O:11]1.O>C(O)C>[CH2:10]1[O:19][C:18]2[CH:17]=[CH:16][C:14]([NH:15][CH2:2][CH2:1][OH:3])=[CH:13][C:12]=2[O:11]1 |f:0.1|. Procedure details: 27 mmol of sodium acetate and 15 mmol of 2-bromoethanol are added to 10 mmol of 3,4-methylenedioxyaniline dissolved in ethanol. After 24 hours of heating at reflux, the reaction mixture is brought to ambient temperature, water is added, and then the aqueous phase is extracted with dichloromethane. The organic phases are combined, the solvent is evaporated off and the crude residue is purified by chromatography on silica, using a 10:90 dichloromethane/ethyl acetate mixture as eluant, to yield the... The reactants are Cl (hydrochloric acid), C(C)OC(C1=CC=C(C=C1)C(C)=O)=O (4-acetylbenzoic acid ethyl ester), C(C)(=O)[O-].[NH4+] (ammonium acetate), C(#N)[BH3-].[Na+] (sodium cyanoborohydride). Run in CO (methanol). Reaction conditions: time 24 hour. Yields the product C(=O)(O)C1=CC=C(C=C1)C(C)N (1-(4-carboxyphenyl)ethylamine). As a reaction SMILES: C([O:3][C:4](=[O:14])[C:5]1[CH:10]=[CH:9][C:8]([C:11](=O)[CH3:12])=[CH:7][CH:6]=1)C.C([O-])(=O)C.[NH4+].C([BH3-])#[N:21].[Na+].Cl>CO>[C:4]([C:5]1[CH:10]=[CH:9][C:8]([CH:11]([NH2:21])[CH3:12])=[CH:7][CH:6]=1)([OH:3])=[O:14] |f:1.2,3.4|. Procedure details: 10 g of 4-acetylbenzoic acid ethyl ester and 40 g of ammonium acetate are dissolved in 210 ml of absolute methanol, and 3.63 g of sodium cyanoborohydride are added. The reaction solution is stirred for 24 hours at room temperature, cooled to 4° and adjusted to a pH of 1 by the addition of concentrated hydrochloric acid. The methanol is removed under reduced pressure and the suspension that remains is filtered. The aqueous tiltrate is washed with diethyl ether, adjusted to a pH of 10 at 4° by the... The reactants are ClC1=NC=C(C(=C1)O)Cl (2,5-dichloropyridin-4-ol), C([O-])([O-])=O.[Cs+].[Cs+] (cesium carbonate), FC(S(=O)(=O)OCC(F)(F)F)(F)F (2,2,2-trifluoroethyl trifluoromethanesulfonate). The solvent is CN(C)C=O (DMF), C(C)OC(C)=O (ethylacetate). Conditions: temperature 90 celsius. The product is ClC1=NC=C(C(=C1)OCC(F)(F)F)Cl (2,5-Dichloro-4-(2,2,2-trifluoro-ethoxy)-pyridine). Yield: 59.1%. RXN SMILES: [Cl:1][C:2]1[CH:7]=[C:6]([OH:8])[C:5]([Cl:9])=[CH:4][N:3]=1.C(=O)([O-])[O-].[Cs+].[Cs+].FC(F)(F)S(O[CH2:22][C:23]([F:26])([F:25])[F:24])(=O)=O>CN(C=O)C.C(OC(=O)C)C>[Cl:1][C:2]1[CH:7]=[C:6]([O:8][CH2:22][C:23]([F:26])([F:25])[F:24])[C:5]([Cl:9])=[CH:4][N:3]=1 |f:1.2.3|. Reported procedure: To a solution of 2,5-dichloropyridin-4-ol (CAN 847664-65-7, 1.5 g, 9.15 mmol) in DMF (15 ml) in a microwave vial were added cesium carbonate (4.47 g, 13.7 mmol) and 2,2,2-trifluoroethyl trifluoromethanesulfonate (3.18 g, 13.7 mmol). The vial was sealed and heated at 90° C. overnight. The reaction mixture was diluted with ethylacetate and extracted with water. The organic phase was collected and the aqueous phase was back-extracted with ethylacetate. Organic phases were combined, dried over magne... Reactants: CO, CCOC(C)=O, Cc1cc([N+](=O)[O-])cnc1Cl. The product is Cc1cc(N)cnc1Cl. RXN SMILES: [CH3:12][OH:13].[CH3:14][CH2:15][O:16][C:17](=[O:18])[CH3:19].[Cl:1][c:2]1[n:3][cH:4][c:5]([N+:9]([O-:10])=[O:11])[cH:6][c:7]1[CH3:8]>>[Cl:1][c:2]1[n:3][cH:4][c:5]([NH2:9])[cH:6][c:7]1[CH3:8].